From a dataset of the Open Reaction Database (ORD), a public repository of structured organic reaction records. describe an organic reaction: reactants, conditions, products, and yield The reactants are Cl(=O)[O-].[Na+] (sodium chlorite), S(=O)([O-])[O-].[Na+].[Na+] (sodium sulfite), FC(C1=CC=C(C=C1)C1=NN=C(O1)C=1C=C(C=O)C=CC1)(F)F (3-[5-(4-trifluoromethylphenyl)-1,3,4-oxadiazol-2-yl]benzaldehyde), P(=O)(O)(O)[O-].[Na+] (sodium dihydrogen phosphate), CC(C)=CC (2-methyl-2-butene), Cl (hydrochloric acid). Run in O (water), O1CCCC1 (tetrahydrofuran), C(C)(C)(C)O (t-butanol). Run at time 2 hour. The product is FC(C1=CC=C(C=C1)C1=NN=C(O1)C=1C=C(C(=O)O)C=CC1)(F)F (3-[5-(4-trifluoromethylphenyl)-1,3,4-oxadiazol-2-yl]benzoic acid). The yield is 87.3%. As a reaction SMILES: [F:1][C:2]([F:23])([F:22])[C:3]1[CH:8]=[CH:7][C:6]([C:9]2[O:13][C:12]([C:14]3[CH:15]=[C:16]([CH:19]=[CH:20][CH:21]=3)[CH:17]=[O:18])=[N:11][N:10]=2)=[CH:5][CH:4]=1.P([O-])(O)(O)=[O:25].[Na+].CC(=CC)C.Cl([O-])=O.[Na+].S([O-])([O-])=O.[Na+].[Na+].Cl>O.O1CCCC1.C(O)(C)(C)C>[F:23][C:2]([F:1])([F:22])[C:3]1[CH:8]=[CH:7][C:6]([C:9]2[O:13][C:12]([C:14]3[CH:15]=[C:16]([CH:19]=[CH:20][CH:21]=3)[C:17]([OH:25])=[O:18])=[N:11][N:10]=2)=[CH:5][CH:4]=1 |f:1.2,4.5,6.7.8|. Procedure details: To a mixture of 3-[5-(4-trifluoromethylphenyl)-1,3,4-oxadiazol-2-yl]benzaldehyde (0.800 g), sodium dihydrogen phosphate (0.300 g), 2-methyl-2-butene (1.2 ml), t-butanol (10 ml), tetrahydrofuran (20 ml) and water (10 ml) was added sodium chlorite (0.570 g) at 0° C., and the mixture was stirred for 2 hrs. To the mixture was added aqueous sodium sulfite solution, and the mixture was stirred at room temperature for 30 min., acidified by adding 1 M hydrochloric acid, and extracted with ethyl acetate-... The reactants are COC1=CC=C(CN2C=NC=3C=NC(=CC32)NC=3N=CC(=NC3)C#N)C=C1 (5-(1-(4-Methoxybenzyl)-1H-imidazo[4,5-c]pyridin-6-ylamino)pyrazine-2-carbonitrile), C(=O)(C(F)(F)F)O (TFA). Yields the product N1C=NC=2C=NC(=CC21)NC=2N=CC(=NC2)C#N (5-(1H-imidazo[4,5-c]pyridin-6-ylamino)pyrazine-2-carbonitrile). The yield is 98.6%. As a reaction SMILES: COC1C=CC(C[N:8]2[C:16]3[CH:15]=[C:14]([NH:17][C:18]4[N:19]=[CH:20][C:21]([C:24]#[N:25])=[N:22][CH:23]=4)[N:13]=[CH:12][C:11]=3[N:10]=[CH:9]2)=CC=1.C(O)(C(F)(F)F)=O>>[NH:8]1[C:16]2[CH:15]=[C:14]([NH:17][C:18]3[N:19]=[CH:20][C:21]([C:24]#[N:25])=[N:22][CH:23]=3)[N:13]=[CH:12][C:11]=2[N:10]=[CH:9]1. Reported procedure: 5-(1-(4-Methoxybenzyl)-1H-imidazo[4,5-c]pyridin-6-ylamino)pyrazine-2-carbonitrile (10.6 mg, 30 μmol) was treated with TFA at 80° C. over 30 minutes. Isolation by SPE on a MP-TsOH cartridge, eluting with 2N ammonia in methanol, followed by concentration, gave the title compound as a white solid (7.02 mg, 100%). 1H NMR (d6-DMSO, 400 MHz) δ 12.79 (br s, 1H), 10.85 (br s, 1H), 8.76 (s, 2H), 8.75 (s, 1H), 8.35 (s, 1H), 8.26 (s, 1H). LCMS (2) Rt=1.36 min; m/z (ESI+) 238 (MH+), (ESI−) 236 (M−H). The reactants are NC([C@H](COC(C)(C)C)NC(OCC1=CC=CC=C1)=O)=O (Benzyl (1S)-2-amino-1-(tert-butoxymethyl)-2-oxoethylcarbamate), Cl (HCl), [H][H] (hydrogen). Reagents/catalysts: [Pd] (Pd/C). The solvent is CO (methanol). Reaction conditions: time 4 hour. Product: Cl.N[C@H](C(=O)N)COC(C)(C)C ((2S)-2-amino-3-(tert-butoxy)propanamide Hydrochloride). RXN SMILES: [NH2:1][C:2](=[O:21])[C@@H:3]([NH:10]C(=O)OCC1C=CC=CC=1)[CH2:4][O:5][C:6]([CH3:9])([CH3:8])[CH3:7].[ClH:22].[H][H]>CO.[Pd]>[ClH:22].[NH2:10][C@@H:3]([CH2:4][O:5][C:6]([CH3:9])([CH3:8])[CH3:7])[C:2]([NH2:1])=[O:21] |f:5.6|. Procedure details: A suspension of Example 31A (784 mg, 2.67 mmol) in methanol (9 mL) at ambient temperature was treated with 10% Pd/C (75 mg) and sufficient 1M HCl to solubilize the substrate (ca. 0.50 mL). The system was equipped with a hydrogen balloon and stirred for 4 hours at ambient temperature. The reaction mixture was purged with nitrogen, filtered through diatomaceous earth (Celite®), rinsed with methanol and water, and the aqueous filtrate was washed with diethyl ether (2×40 mL). The aqueous layer was l... The solvent is C(C)O (ethanol). As a reaction SMILES: [OH:1][CH2:2][CH2:3][NH:4][NH2:5].[C:6]([CH:8]([C:14]1[CH:19]=[CH:18][C:17]([CH3:20])=[CH:16][CH:15]=1)[C:9](OCC)=[O:10])#[N:7]>C(O)C>[NH2:7][C:6]1[N:4]([CH2:3][CH2:2][OH:1])[N:5]=[C:9]([OH:10])[C:8]=1[C:14]1[CH:15]=[CH:16][C:17]([CH3:20])=[CH:18][CH:19]=1. The product is NC1=C(C(=NN1CCO)O)C1=CC=C(C=C1)C (5-amino-1-(2-hydroxyethyl)-4-(4-methylphenyl)-1-H-pyrazol-3-ol). Yield: 26.6%. The reactants are OCCNN (2-Hydroxyethylhydrazine), C(#N)C(C(=O)OCC)C1=CC=C(C=C1)C (ethyl cyano-(4-methylphenyl)acetate). Reported procedure: 2-Hydroxyethylhydrazine (5.87 g) was added dropwise over 5 minutes to a stirred solution of ethyl cyano-(4-methylphenyl)acetate (Synthesis, 1985, 5, 506) (10.14 g) in absolute ethanol (200 ml) and the resulting mixture was then heated under reflux overnight. The reaction mixture was cooled to room temperature and the ethanol was evaporated under reduced pressure. The resulting yellow/orange oil was triturated with methanol and the solid was isolated by filtration to give the title compound as a ... Starting materials: BrC1=C(C(=CC=C1)[N+](=O)[O-])O (2-bromo-6-nitro-phenol), C1CCOC1 (THF). The reagents and catalysts are [Ni] (Ra—Ni). Solvent: CO (MeOH). The product is NC1=C(C(=CC=C1)Br)O (2-Amino-6-bromo-phenol). Reaction SMILES: [Br:1][C:2]1[CH:7]=[CH:6][CH:5]=[C:4]([N+:8]([O-])=O)[C:3]=1[OH:11].C1COCC1>CO.[Ni]>[NH2:8][C:4]1[CH:5]=[CH:6][CH:7]=[C:2]([Br:1])[C:3]=1[OH:11]. Reported procedure: A solution of 5.3 g (22.7 mmol) 2-bromo-6-nitro-phenol in 100 ml MeOH:THF=1:1 is hydrogenated in the presence of 0.2 g Ra—Ni (in EtOH, Degussa B113W). The reaction mixture is filtered (2 glass fiber filters used) and the filtrate is concentrated in vacuo to afford the crude title compound. Reactants: O=C([O-])O, CC(C)=O, O=CN1CCNCC1, Clc1nc(Cl)nc(Cl)n1, [Na+]. The product is O=CN1CCN(c2nc(Cl)nc(Cl)n2)CC1. Reaction SMILES: [C:18](=[O:19])([OH:20])[O-:21].[CH3:23][C:24](=[O:25])[CH3:26].[CH:1](=[O:2])[N:3]1[CH2:4][CH2:5][NH:6][CH2:7][CH2:8]1.[Cl:9][c:10]1[n:11][c:12]([Cl:13])[n:14][c:15]([Cl:16])[n:17]1.[Na+:22]>>[CH:1](=[O:2])[N:3]1[CH2:4][CH2:5][N:6]([c:15]2[n:14][c:12]([Cl:13])[n:11][c:10]([Cl:9])[n:17]2)[CH2:7][CH2:8]1.